Dataset: the Open Reaction Database (ORD), a public repository of structured organic reaction records. Task: describe an organic reaction: reactants, conditions, products, and yield Reported procedure: To a suspension of 2-[3-(2-thienyl)acrylamido]benzoic acid (273 mg, 1 mmol) in acetone (2 ml) were added potassium carbonate (194 mg, 1.4 mmol) and dry dimethylformamide (1 ml). To the resulting solution, ethyl iodide (218 mg, 1.4 mmol) and dry dimethylformamide (2 ml) were added and the mixture was stirred at 60° C. for 1 hour. The reaction mixture was poured into ice water. The precipitated solid was collected by suction, and recrystallized from methanol to give pale yellow crystals of the des... The solvent is CC(=O)C (acetone). Reactants: C([O-])([O-])=O.[K+].[K+] (potassium carbonate), CN(C=O)C (dimethylformamide), S1C(=CC=C1)C=CC(=O)NC1=C(C(=O)O)C=CC=C1 (2-[3-(2-thienyl)acrylamido]benzoic acid), C(C)I (ethyl iodide), CN(C=O)C (dimethylformamide), ice water. Reaction SMILES: [S:1]1[CH:5]=[CH:4][CH:3]=[C:2]1[CH:6]=[CH:7][C:8]([NH:10][C:11]1[CH:19]=[CH:18][CH:17]=[CH:16][C:12]=1[C:13]([OH:15])=[O:14])=[O:9].C(=O)([O-])[O-].[K+].[K+].CN(C)C=O.[CH2:31](I)[CH3:32]>CC(C)=O>[S:1]1[CH:5]=[CH:4][CH:3]=[C:2]1[CH:6]=[CH:7][C:8]([NH:10][C:11]1[CH:19]=[CH:18][CH:17]=[CH:16][C:12]=1[C:13]([O:15][CH2:31][CH3:32])=[O:14])=[O:9] |f:1.2.3|. Isolated yield 65.4%. Run at temperature 60 celsius, time 1 hour. Product: S1C(=CC=C1)C=CC(=O)NC1=C(C(=O)OCC)C=CC=C1 (Ethyl 2-[3-(2-thienyl)acrylamido]benzoate). Starting materials: FC1=CC=C(C=C1)C1=CC=C2C=CNC2=C1 (6-(4-fluorophenyl)indole), N1=CC=CC=C1 (pyridine), ClCC(=O)Cl (chloroacetyl chloride). Solvent: O1CCOCC1 (dioxane), O1CCOCC1 (dioxane). Run at temperature 60 celsius, time 1 hour. Yields the product FC1=CC=C(C=C1)C1=CC=C2C(=CNC2=C1)C(CCl)=O (6-(4-fluorophenyl)-3-chloroacetylindole). As a reaction SMILES: [F:1][C:2]1[CH:7]=[CH:6][C:5]([C:8]2[CH:16]=[C:15]3[C:11]([CH:12]=[CH:13][NH:14]3)=[CH:10][CH:9]=2)=[CH:4][CH:3]=1.N1C=CC=CC=1.[Cl:23][CH2:24][C:25](Cl)=[O:26]>O1CCOCC1>[F:1][C:2]1[CH:7]=[CH:6][C:5]([C:8]2[CH:16]=[C:15]3[C:11]([C:12]([C:25](=[O:26])[CH2:24][Cl:23])=[CH:13][NH:14]3)=[CH:10][CH:9]=2)=[CH:4][CH:3]=1. Reported procedure: To a solution under N2 of 6-(4-fluorophenyl)indole (10.0 g, 47.4 mmol) in dioxane (36 mL) was added pyridine (5.80 mL, 71.8 mmol) and the solution was heated to 60° C. A solution of chloroacetyl chloride (5.66 mL, 71.1 mmol) in dioxane (12.5 mL) was added over one hour. The reaction mixture was stirred for one hour at 60° C., then was cooled to ambient temperature and partitioned between H2O and ether. The resulting orange precipitate was filtered off, recrystallized from ethanol, and rinsed wit... Starting materials: BrN1C(CCC1=O)=O (N-bromosuccinimide), C(C)C=1SC=C(N1)C1=CC=C(C=C1)F (2-ethyl-4-(4-fluorophenyl)-1,3-thiazole), O (water). Run in ClCCl (dichloromethane). Run at time 2 hour. The product is BrC1=C(N=C(S1)CC)C1=CC=C(C=C1)F (5-Bromo-2-ethyl-4-(4-fluorophenyl)-1,3-thiazole). Reaction SMILES: [Br:1]N1C(=O)CCC1=O.[CH2:9]([C:11]1[S:12][CH:13]=[C:14]([C:16]2[CH:21]=[CH:20][C:19]([F:22])=[CH:18][CH:17]=2)[N:15]=1)[CH3:10].O>ClCCl>[Br:1][C:13]1[S:12][C:11]([CH2:9][CH3:10])=[N:15][C:14]=1[C:16]1[CH:21]=[CH:20][C:19]([F:22])=[CH:18][CH:17]=1. Procedure details: At room temperature, 1.72 g (9.64 mmol) of N-bromosuccinimide are added a little at a time to a solution of 2.00 g (9.64 mmol) of 2-ethyl-4-(4-fluorophenyl)-1,3-thiazole in 40 ml of dichloromethane. After 2 h, 50 ml of water are added to the reaction mixture, and the organic phase is separated off, washed with saturated NHCO3 solution, dried over MgSO4 and concentrated under reduced pressure. This gives 2.47 g (85%) of the desired product; 1H-NMR(DMSO-d6) δ: 7.92 (m, 2H), 7.32 (m, 2H), 3.02 (q, ... Starting materials: FC=1C=CC(=C(OC(C)C2=CC(=NO2)C)C1)[N+](=O)[O-] (5-[1-(5-fluoro-2-nitro-phenoxy)ethyl]-3-methyl-isoxazole), O.O.[Sn](Cl)Cl (tin(II)chloride dihydrate). The solvent is CCOC(=O)C (EtOAc), CCOC(=O)C (EtOAc), [OH-].[Na+] (NaOH). Yields the product FC1=CC(=C(C=C1)N)OC(C)C1=CC(=NO1)C (4-Fluoro-2-[1-(3-methyl-isoxazol-5-yl)ethoxy]-phenylamine). RXN SMILES: [F:1][C:2]1[CH:3]=[CH:4][C:5]([N+:17]([O-])=O)=[C:6]([CH:16]=1)[O:7][CH:8]([C:10]1[O:14][N:13]=[C:12]([CH3:15])[CH:11]=1)[CH3:9].O.O.[Sn](Cl)Cl>CCOC(C)=O.[OH-].[Na+]>[F:1][C:2]1[CH:3]=[CH:4][C:5]([NH2:17])=[C:6]([O:7][CH:8]([C:10]2[O:14][N:13]=[C:12]([CH3:15])[CH:11]=2)[CH3:9])[CH:16]=1 |f:1.2.3,5.6|. Procedure: 6.61 g (24.84 mmol) 5-[1-(5-fluoro-2-nitro-phenoxy)ethyl]-3-methyl-isoxazole and 24.66 g (109.30 mmol) tin(II)chloride dihydrate in EtOAc are stirred for 1 h at reflux. The mixture is diluted with 180 mL EtOAc and 180 mL aq. NaOH (4M). The organic layer is separated and the aqueous layer is extracted with EtOAc. The combined organic layers are washed with water and brine, separated, dried and evaporated. The residue is purified by FC. The reactants are COC([C@@H](NC(CC1=CC(=CC(=C1)F)F)=O)CO)=O (N-[(3,5-Difluorophenyl)acetyl]-L-serine methyl ester), [OH-].[Li+] (lithium hydroxide), Cl (hydrochloric acid). Run in [Cl-].[Na+].O (Brine), C1CCOC1 (THF). The product is FC=1C=C(C=C(C1)F)CC(=O)N[C@@H](CO)C(=O)O (N-[(3,5-Difluorophenyl)acetyl]-L-serine). Isolated yield 54.0%. As a reaction SMILES: C[O:2][C:3](=[O:19])[C@H:4]([CH2:17][OH:18])[NH:5][C:6](=[O:16])[CH2:7][C:8]1[CH:13]=[C:12]([F:14])[CH:11]=[C:10]([F:15])[CH:9]=1.[OH-].[Li+].Cl>C1COCC1.[Cl-].[Na+].O>[F:14][C:12]1[CH:13]=[C:8]([CH2:7][C:6]([NH:5][C@H:4]([C:3]([OH:19])=[O:2])[CH2:17][OH:18])=[O:16])[CH:9]=[C:10]([F:15])[CH:11]=1 |f:1.2,5.6.7|. Procedure: To a stirred solution of N-[(3,5-difluorophenyl)acetyl]-L-serine methyl ester (4a) in THF (13 mL) was added 1M aqueous lithium hydroxide (13.2 mL) and the mixture stirred at RT for 40 H. Brine (50 mL) was added, the aqueous layer made acidic to pH 1 with 1N hydrochloric acid (˜15 mL), and the aqueous layer extracted with 10% Methanol/CHCl3 (2×). The organic phase was collected, dried, filtered and the solvent removed in vacuo to afford the title compound (112 mg, 54%). This material was used wit... Starting materials: OCC(=O)C1=CC=CC=C1 (Hydroxyacetophenone), C(=O)([O-])[O-].[K+].[K+] (K2CO3), N1CCCCC1 (piperidine), BrCC=1C(=CC=CC1)CBr (α,α′-dibromoxylol). Solvent: CC(=O)C (acetone), CN(C)C=O (DMF). Run at time 12 hour. Product: C(C)(=O)C1=CC=C(OCC2=CC=C(C=C2)CN2CCCCC2)C=C1 (α-(4-Acetylphenoxy)-α′-piperidino p-xylol). RXN SMILES: O[CH2:2][C:3]([C:5]1[CH:10]=[CH:9][CH:8]=[CH:7][CH:6]=1)=[O:4].[C:11]([O-:14])([O-])=O.[K+].[K+].BrC[C:19]1[C:20]([CH2:25]Br)=[CH:21][CH:22]=[CH:23][CH:24]=1.[NH:27]1[CH2:32][CH2:31][CH2:30][CH2:29][CH2:28]1>CC(C)=O.CN(C=O)C>[C:3]([C:5]1[CH:6]=[CH:7][C:8]([O:14][CH2:11][C:23]2[CH:24]=[CH:19][C:20]([CH2:25][N:27]3[CH2:32][CH2:31][CH2:30][CH2:29][CH2:28]3)=[CH:21][CH:22]=2)=[CH:9][CH:10]=1)(=[O:4])[CH3:2] |f:1.2.3|. Procedure details: Hydroxyacetophenone (2 mmol) and 5 mmol of K2CO3 were stirred in 20 ml of acetone with 2 ml of DMF for 10 minutes. After addition of 3.5 mmol of α,α′-dibromoxylol the reaction was stirred at ambient temperature for 12 hours and after addition of 7 mmol of piperidine for 1 hour under reflux. The solvent was evaporated under reduced pressure. The residue was suspended in water, extracted with methylene chloride. The combined organic extracts were crystallized with oxalic acid. Recrystallization re...